Dataset: the Open Reaction Database (ORD), a public repository of structured organic reaction records. Task: describe an organic reaction: reactants, conditions, products, and yield Reactants: CN1CCOCC1, CS(C)=O, CC(C)(C(=O)O)c1ccc(Cl)cc1, O=C(O)C(F)(F)F, NC1CCCCC1, CN(C)C=O. Yields the product CC(C)(C(=O)NC1CCCCC1)c1ccc(Cl)cc1. Reaction SMILES: [CH3:14][N:15]1[CH2:16][CH2:17][O:18][CH2:19][CH2:20]1.[CH3:40][S:41]([CH3:42])=[O:43].[Cl:1][c:2]1[cH:3][cH:4][c:5]([C:8]([C:9](=[O:10])[OH:11])([CH3:12])[CH3:13])[cH:6][cH:7]1.[F:33][C:34]([F:35])([F:36])[C:37]([OH:38])=[O:39].[NH2:21][CH:22]1[CH2:23][CH2:24][CH2:25][CH2:26][CH2:27]1.[O:28]=[CH:29][N:30]([CH3:31])[CH3:32]>>[Cl:1][c:2]1[cH:3][cH:4][c:5]([C:8]([C:9](=[O:11])[NH:21][CH:22]2[CH2:23][CH2:24][CH2:25][CH2:26][CH2:27]2)([CH3:12])[CH3:13])[cH:6][cH:7]1.